Dataset: the Open Reaction Database (ORD), a public repository of structured organic reaction records. Task: describe an organic reaction: reactants, conditions, products, and yield Starting materials: CCc1ccc(CC(NC(=O)N2CCC(N3CCc4ccccc4NC3=O)CC2)C(=O)OC)cc1CC, C1CCOC1, [Li+], [OH-], O, O. Yields the product CCc1ccc(CC(NC(=O)N2CCC(N3CCc4ccccc4NC3=O)CC2)C(=O)O)cc1CC. As a reaction SMILES: [CH2:1]([CH3:2])[c:3]1[cH:4][c:5]([CH2:11][CH:12]([C:13](=[O:14])[O:15][CH3:16])[NH:17][C:18](=[O:19])[N:20]2[CH2:21][CH2:22][CH:23]([N:26]3[C:27](=[O:37])[NH:28][c:29]4[c:30]([cH:33][cH:34][cH:35][cH:36]4)[CH2:31][CH2:32]3)[CH2:24][CH2:25]2)[cH:6][cH:7][c:8]1[CH2:9][CH3:10].[CH2:41]1[O:42][CH2:43][CH2:44][CH2:45]1.[Li+:40].[OH-:39].[OH2:38].[OH2:46]>>[CH2:1]([CH3:2])[c:3]1[cH:4][c:5]([CH2:11][CH:12]([C:13](=[O:14])[OH:15])[NH:17][C:18](=[O:19])[N:20]2[CH2:21][CH2:22][CH:23]([N:26]3[C:27](=[O:37])[NH:28][c:29]4[c:30]([cH:33][cH:34][cH:35][cH:36]4)[CH2:31][CH2:32]3)[CH2:24][CH2:25]2)[cH:6][cH:7][c:8]1[CH2:9][CH3:10]. Starting materials: O=C([O-])O, O=C([O-])O, O=C([O-])[O-], O=Cc1ccc(Sc2cccc(OCc3ccccc3)c2)cc1Cl, CCOC(=O)CP(=O)(OCC)OCC, CS(C)=O, CN(C)C=O, [K+], [K+], [K+], [Na+], [Na+], [Na+], O=C([O-])[O-], O. The product is CCOC(=O)C=Cc1ccc(Sc2cccc(OCc3ccccc3)c2)cc1Cl. As a reaction SMILES: [C:39](=[O:40])([OH:41])[O-:42].[C:44](=[O:45])([OH:46])[O-:47].[C:49](=[O:50])([O-:51])[O-:52].[CH2:1]([c:2]1[cH:3][cH:4][cH:5][cH:6][cH:7]1)[O:8][c:9]1[cH:10][c:11]([S:15][c:16]2[cH:17][c:18]([Cl:24])[c:19]([CH:20]=[O:21])[cH:22][cH:23]2)[cH:12][cH:13][cH:14]1.[CH2:25]([O:26][P:27]([O:28][CH2:29][CH3:30])(=[O:31])[CH2:33][C:34](=[O:35])[O:36][CH2:37][CH3:38])[CH3:32].[CH3:62][S:63]([CH3:64])=[O:65].[CH3:66][N:67]([CH3:68])[CH:69]=[O:70].[K+:43].[K+:53].[K+:54].[Na+:48].[Na+:55].[Na+:56].[O-:57][C:58](=[O:59])[O-:60].[OH2:61]>>[CH2:1]([c:2]1[cH:3][cH:4][cH:5][cH:6][cH:7]1)[O:8][c:9]1[cH:10][c:11]([S:15][c:16]2[cH:17][c:18]([Cl:24])[c:19]([CH:20]=[CH:33][C:34](=[O:35])[O:36][CH2:37][CH3:38])[cH:22][cH:23]2)[cH:12][cH:13][cH:14]1. Starting materials: C(=O)C=C (acrolein), C(C=C)(=O)O (acrylic acid), C(\C=C\CC(=O)O)(=O)O (trans glutaconic acid), C(=O)C=C (acrolein), C(C=C)(=O)O (acrylic acid), C(\C=C\C(=O)O)(=O)O (fumaric acid). Run in CO (methanol). Product: C(=O)C=C (acrolein), C(C=C)(=O)O (acrylic acid), C(\C=C/C(=O)O)(=O)O (maleic acid). Reaction SMILES: [CH:1]([CH:3]=[CH2:4])=[O:2].[C:5]([OH:9])(=[O:8])[CH:6]=[CH2:7].C(O)(=O)/C=C/CC(O)=O.[C:19]([OH:26])(=[O:25])/[CH:20]=[CH:21]/[C:22]([OH:24])=[O:23]>CO>[CH:1]([CH:3]=[CH2:4])=[O:2].[C:5]([OH:9])(=[O:8])[CH:6]=[CH2:7].[C:19]([OH:26])(=[O:25])/[CH:20]=[CH:21]\[C:22]([OH:24])=[O:23]. Procedure details: Invented drug (acrolein:acrylic acid:trans glutaconic acid (mol)=80:15:5): 29.20 g freshly distilled acrolein, 200.22 g freshly distilled acrylic acid and 20.16 g fumaric acid were added into a three-port flask with 800 ml absolute methanol, purged with nitrogen, 10.55 g benzoyl peroxide was added, and the solution was stirred and heated to reflux under nitrogen for 75 h. The reaction solution became a yellowish viscous liquid, which was dried under vacuum at 50-100° C. for 24 hours to form to P... Starting materials: COC=1C=C(C(C=O)=CC1)O (4-methoxysalicylaldehyde), COC1=C(C=C(CS(=O)(=O)CC(=O)O)C=C1)[N+](=O)[O-] (2-(4-methoxy-3-nitrobenzylsulfonyl)acetic acid). Run in C(C)(=O)O (acetic acid). Yields the product COC1=C(C=C(CS(=O)(=O)C=2C(OC3=CC(=CC=C3C2)OC)=O)C=C1)[N+](=O)[O-] (3-(4-Methoxy-3-nitrobenzylsulfonyl)-7-methoxy-2H-chromen-2-one). Yield: 75.0%. RXN SMILES: [CH3:1][O:2][C:3]1[CH:4]=[C:5]([OH:11])[C:6](=[CH:9][CH:10]=1)[CH:7]=O.[CH3:12][O:13][C:14]1[CH:27]=[CH:26][C:17]([CH2:18][S:19]([CH2:22][C:23](O)=[O:24])(=[O:21])=[O:20])=[CH:16][C:15]=1[N+:28]([O-:30])=[O:29]>C(O)(=O)C>[CH3:12][O:13][C:14]1[CH:27]=[CH:26][C:17]([CH2:18][S:19]([C:22]2[C:23](=[O:24])[O:11][C:5]3[C:6]([CH:7]=2)=[CH:9][CH:10]=[C:3]([O:2][CH3:1])[CH:4]=3)(=[O:20])=[O:21])=[CH:16][C:15]=1[N+:28]([O-:30])=[O:29]. Procedure details: A solution of 4-methoxysalicylaldehyde (1 mmol) and 2-(4-methoxy-3-nitrobenzylsulfonyl)acetic acid (1 mmol) in acetic acid (10 mL) was subjected to the General Procedure 2, Method A to generate a 75% yield of the title compound; m.p. 250-252° C. The reactants are Cl.N1=CC=CC=C1 (pyridine hydrochloride), C([O-])([O-])=O.[Na+].[Na+] (sodium carbonate), ClC1=NC2=CC(=CC=C2C=C1C#N)OC (chloro-7-methoxy-3-quinolinecarbonitrile), NC1=CC=C(C(=C1)O)C (5-amino-o-cresol). Run in C(C)OCCO (2-ethoxy ethanol), O (water). Yields the product OC=1C=C(C=CC1C)NC1=C(C=NC2=CC(=CC=C12)OC)C#N (4-(3-hydroxy-4-methyl-phenylamino)-7-methoxy-quinoline-3-carbonitrile). RXN SMILES: Cl[C:2]1[C:11]([C:12]#[N:13])=[CH:10][C:9]2[C:4](=[CH:5][C:6]([O:14][CH3:15])=[CH:7][CH:8]=2)[N:3]=1.[NH2:16][C:17]1[CH:22]=[C:21]([OH:23])[C:20]([CH3:24])=[CH:19][CH:18]=1.Cl.N1C=CC=CC=1.C(=O)([O-])[O-].[Na+].[Na+]>C(OCCO)C.O>[OH:23][C:21]1[CH:22]=[C:17]([NH:16][C:10]2[C:9]3[C:4](=[CH:5][C:6]([O:14][CH3:15])=[CH:7][CH:8]=3)[N:3]=[CH:2][C:11]=2[C:12]#[N:13])[CH:18]=[CH:19][C:20]=1[CH3:24] |f:2.3,4.5.6|. Procedure details: To a suspension of 200 mg (0.91 mmol) of -chloro-7-methoxy-3-quinolinecarbonitrile and 135.5 mg (1.10 mmol) of 5-amino-o-cresol in 10 mL of 2-ethoxy ethanol was added 105.6 mg (0.91 mmol) of pyridine hydrochloride. The resulting reaction mixture was refluxed for 1 hr, and then the solvent was removed to give a residue. To the residue was added about 30 mL of water and neutralized to pH 7-8 by addition of diluted sodium carbonate solution. The precipitate was collected by filtration and washed wi... The product is CC1=C(SC2=C1N=C(N=C2N2CCOCC2)C=2C=NC(=NC2)N)CN2CCN(CC2)S(=O)(=O)C2CC2 (5-(7-methyl-4-morpholino-6-((4-N-cyclopropylsulfonylpiperazin-1-yl)methyl)thieno[3,2-d]pyrimidin-2-yl)pyrimidin-2-amine). As a reaction SMILES: Cl[C:2]1[N:3]=[C:4]([N:25]2[CH2:30][CH2:29][O:28][CH2:27][CH2:26]2)[C:5]2[S:10][C:9]([CH2:11][N:12]3[CH2:17][CH2:16][N:15]([S:18]([CH:21]4[CH2:23][CH2:22]4)(=[O:20])=[O:19])[CH2:14][CH2:13]3)=[C:8]([CH3:24])[C:6]=2[N:7]=1.[NH2:31][C:32]1[N:37]=[CH:36][C:35](B(O)O)=[CH:34][N:33]=1>>[CH3:24][C:8]1[C:6]2[N:7]=[C:2]([C:35]3[CH:34]=[N:33][C:32]([NH2:31])=[N:37][CH:36]=3)[N:3]=[C:4]([N:25]3[CH2:30][CH2:29][O:28][CH2:27][CH2:26]3)[C:5]=2[S:10][C:9]=1[CH2:11][N:12]1[CH2:17][CH2:16][N:15]([S:18]([CH:21]2[CH2:23][CH2:22]2)(=[O:20])=[O:19])[CH2:14][CH2:13]1. Reactants: ClC=1N=C(C2=C(N1)C(=C(S2)CN2CCN(CC2)S(=O)(=O)C2CC2)C)N2CCOCC2 (2-Chloro-6-(4-cyclopropanesulfonyl-piperazin-1-ylmethyl)-7-methyl-4-morpholin-4-yl-thieno[3,2-d]pyrimidine), NC1=NC=C(C=N1)B(O)O (2-aminopyrimidine-5-boronic acid). Reported procedure: 2-Chloro-6-(4-cyclopropanesulfonyl-piperazin-1-ylmethyl)-7-methyl-4-morpholin-4-yl-thieno[3,2-d]pyrimidine was reacted with 2-aminopyrimidine-5-boronic acid in General Procedure A. Purification on silica and recrystallization from hot DCM/hexane gave 271. NMR (CDCl3): 1.00-1.04 (2H, m), 1.18-1.22 (2H, m), 2.27-2.33 (1H, m), 2.45 (3H, s), 2.67-2.70 (4H, m), 3.38-3.41 (4H, m), 3.86 (2H, s), 3.39-3.41 (4H, m), 4.03-4.05 (4H, m), 5.23 (2H, br), 9.35 (2H, s). MS (ESI+): MH+ 531.29 (70%) Starting materials: IC1=CC=C(C=C1)C (4-iodotoluene), C=1(C([N+](=O)[O-])=CC([N+](=O)[O-])=CC1[N+](=O)[O-])Cl (picryl chloride). Reagents/catalysts: [Cu] (copper bronze). The product is [N+](=O)([O-])C1=C(C(=CC(=C1)[N+](=O)[O-])[N+](=O)[O-])C1=CC=C(C=C1)C (2′,4′,6′-trinitro-4-methylbiphenyl). RXN SMILES: I[C:2]1[CH:7]=[CH:6][C:5]([CH3:8])=[CH:4][CH:3]=1.[C:9]1(Cl)[C:10](=[CH:14][C:15](=[CH:19][C:20]=1[N+:21]([O-:23])=[O:22])[N+:16]([O-:18])=[O:17])[N+:11]([O-:13])=[O:12]>[Cu]>[N+:21]([C:20]1[CH:19]=[C:15]([N+:16]([O-:18])=[O:17])[CH:14]=[C:10]([N+:11]([O-:13])=[O:12])[C:9]=1[C:2]1[CH:7]=[CH:6][C:5]([CH3:8])=[CH:4][CH:3]=1)([O-:23])=[O:22]. Reported procedure: 4-iodotoluene is reacted with picryl chloride in the presence of copper bronze at 215° C. to yield 2′,4′,6′-trinitro-4-methylbiphenyl (1). C 7 ⁢ H 7 ⁢ I + C 6 ⁢ H 2 ⁢ Cl ⁢ N 3 ⁢   ⁢ O 6 ⁢ → Δ Cu ⁢ C 13 ⁢ H 9 ⁢ I 3 ⁢ N 3 ⁢   ⁢ O 6 2′,4′,6′-trinitro-4-methylbiphenyl (1) is reacted with stannous chloride and hydrochloric acid to yield 2′,4′,6′-triamino-4-methylbiphenyl (2). C 13 ⁢ H 9 ⁢ N 3 ⁢   ⁢ O 6 ⁢ → H ⁢   ⁢ Cl Sn ⁢   ⁢ Cl 2 ⁢ C 13 ⁢ H 15 ⁢ N 3 2′,4′,6′-triamino-4-methylbiphenyl (2) is reacted ... Starting materials: COC(=O)C(O)CN1CC(O[Si](C)(C)C(C)(C)C)C1, C[Al](C)C, Cc1ccccc1, N#Cc1ccc(N)nc1. Yields the product CC(C)(C)[Si](C)(C)OC1CN(CC(O)C(=O)Nc2ccc(C#N)cn2)C1. Reaction SMILES: [C:14]([CH3:15])([CH3:16])([CH3:17])[Si:18]([O:19][CH:20]1[CH2:21][N:22]([CH2:24][CH:25]([C:26](=[O:27])[O:28][CH3:29])[OH:30])[CH2:23]1)([CH3:31])[CH3:32].[CH3:1][Al:2]([CH3:3])[CH3:4].[CH3:33][c:34]1[cH:35][cH:36][cH:37][cH:38][cH:39]1.[NH2:5][c:6]1[n:7][cH:8][c:9]([C:10]#[N:11])[cH:12][cH:13]1>>[NH:5]([c:6]1[n:7][cH:8][c:9]([C:10]#[N:11])[cH:12][cH:13]1)[C:26]([CH:25]([CH2:24][N:22]1[CH2:21][CH:20]([O:19][Si:18]([C:14]([CH3:15])([CH3:16])[CH3:17])([CH3:31])[CH3:32])[CH2:23]1)[OH:30])=[O:27].